From a dataset of the Open Reaction Database (ORD), a public repository of structured organic reaction records. describe an organic reaction: reactants, conditions, products, and yield Reactants: Cl.C(CC)(=N)N (propionamidine hydrochloride), CN(C(=O)Cl)C(=O)Cl (N-methyl-bis-(chlorocarbonyl)-amine), [OH-].[Na+] (sodium hydroxide). Solvent: O (water), C1=CC=CC=C1 (benzene), O (water), C1=CC=CC=C1 (benzene). Product: CN1C(NC(NC1=O)CC)=O (1-methyl-4-ethyl-tetrahydro-1,3,5-triazine-2,6-dione). Yield: 49.6%. RXN SMILES: Cl.[C:2]([NH2:6])(=[NH:5])[CH2:3][CH3:4].[CH3:7][N:8]([C:12](Cl)=[O:13])[C:9](Cl)=[O:10].[OH-].[Na+]>O.C1C=CC=CC=1>[CH3:7][N:8]1[C:12](=[O:13])[NH:6][CH:2]([CH2:3][CH3:4])[NH:5][C:9]1=[O:10] |f:0.1,3.4|. Procedure details: 10.9 g (0.1 mole) of propionamidine hydrochloride were suspended in 125 ml of water and 200 ml of benzene. 15.6 g (0.1 mole) of N-methyl-bis-(chlorocarbonyl)-amine in 100 ml of dry benzene and 18 g (0.45 mole) of sodium hydroxide dissolved in 100 ml of water were simultaneously slowly added dropwise from two dropping funnels, with vigorous stirring. The reaction took place exothermically. The mixture was stirred for a further hour, the aqueous phase was separated off and acidified with glacial a... The reactants are NC1=C(N=CS1)C(=O)OCC (ethyl 5-aminothiazole-4-carboxylate), CC(CCC(C)=O)=O (2,5-hexanedione). The reagents and catalysts are [O-]S(=O)(=O)C(F)(F)F.[Sc+3].[O-]S(=O)(=O)C(F)(F)F.[O-]S(=O)(=O)C(F)(F)F (scandium (III) triflate). Conditions: temperature 180 celsius. Yields the product CC=1N(C(=CC1)C)C1=C(N=CS1)C(=O)OCC (ethyl 5-(2,5-dimethyl-1H-pyrrol-1-yl)thiazole-4-carboxylate). Reaction SMILES: [NH2:1][C:2]1[S:6][CH:5]=[N:4][C:3]=1[C:7]([O:9][CH2:10][CH3:11])=[O:8].[CH3:12][C:13](=O)[CH2:14][CH2:15][C:16](=O)[CH3:17]>[O-]S(C(F)(F)F)(=O)=O.[Sc+3].[O-]S(C(F)(F)F)(=O)=O.[O-]S(C(F)(F)F)(=O)=O>[CH3:17][C:16]1[N:1]([C:2]2[S:6][CH:5]=[N:4][C:3]=2[C:7]([O:9][CH2:10][CH3:11])=[O:8])[C:13]([CH3:12])=[CH:14][CH:15]=1 |f:2.3.4.5|. Reported procedure: A mixture of ethyl 5-aminothiazole-4-carboxylate (91.3 mg, 0.53 mmol), scandium (III) triflate (2.61 mg, 0.005 mmol) and 2,5-hexanedione (1.5 mL) was heated up to 180° C. for 1 h by microwave. The reaction was then concentrated and purified with silica gel chromatography to give a tan solid of ethyl 5-(2,5-dimethyl-1H-pyrrol-1-yl)thiazole-4-carboxylate (104 mg). 1H NMR (400 MHz, CDCl3) δ 8.82 (s, 1H), 5.92 (s, 2H), 4.25 (q, 2H), 2.01 (s, 6H), 1.20 (t, 3H). MS m/z 251.3 (M+H)+. Starting materials: 0, O[C@@H]1CC[C@H](CC1)C(=O)N (trans-4-hydroxycyclohexanecarboxylic acid amide), [H-].[Al+3].[Li+].[H-].[H-].[H-] (lithium aluminum hydride). Solvent: O1CCCC1 (tetrahydrofuran). Yields the product O[C@@H]1CC[C@H](CC1)CN (trans-4-hydroxycyclohexylmethylamine). As a reaction SMILES: [H-].[Al+3].[Li+].[H-].[H-].[H-].[OH:7][C@H:8]1[CH2:13][CH2:12][C@H:11]([C:14]([NH2:16])=O)[CH2:10][CH2:9]1>O1CCCC1>[OH:7][C@H:8]1[CH2:13][CH2:12][C@H:11]([CH2:14][NH2:16])[CH2:10][CH2:9]1 |f:0.1.2.3.4.5|. Procedure details: To a suspension of 11.4 g (0.3 mol) lithium aluminum hydride in 500 ml anhydrous tetrahydrofuran are introduced 21.6 g (0 15 mol) solid trans-4-hydroxycyclohexanecarboxylic acid amide and heated under reflux for 24 h. After decomposition with 45 ml saturated common salt solution, it is filtered off with suction and the filtrate distilled The residue is triturated with ether and the crystals filtered off with suction. There remain 11 g of amine, i.e. 57% of theory, of the m.p. 137°-139° C. The reactants are CCOC(=O)c1cc(Br)cn1CC, Cn1ccnc1. The reagents and catalysts are CC(C)(C)c1ccc(-c2ccc(C(C)(C)C)cc2)cc1 (4,4'-di-tert-butylbiphenyl), CC(C)(C)C(=O)[O-].[K+] (KOPiv), Cl[Pd]CC=C.C=CC[Pd]Cl ([Pd(allyl)Cl]2), CN(C)c1ccc(P(C2CCCCC2)C2CCCCC2)cc1 (A-caPhos). Solvent: CC(=O)N(C)C (DMA), CC(=O)N(C)C (DMA), CC(=O)N(C)C (DMA). Run at temperature 120 celsius, time 24 hour. Product: CCOC(=O)c1cc(-c2cncn2C)cn1CC. Yield: 28.6%.